From a dataset of the Open Reaction Database (ORD), a public repository of structured organic reaction records. describe an organic reaction: reactants, conditions, products, and yield Reactants: C(#N)C=1C(=C2C=C(N(C2=CC1)C/C(/NO)=N/[H])CCC)C(F)(F)F ((1Z)-2-[5-cyano-2-propyl-4-(trifluoromethyl)-1H-indol-1-yl]-N-hydroxyethanimidamide), C(#N)C=1C=C(C(=O)Cl)C=CC1 (3-cyanobenzoyl chloride), C(C)(C)N(C(C)C)CC (N,N-diisopropylethylamine). Solvent: C(C)#N (acetonitrile). Conditions: temperature 150 celsius. Product: C(#N)C=1C=C(C=CC1)C1=NC(=NO1)CN1C(=CC2=C(C(=CC=C12)C#N)C(F)(F)F)CCC (1-{[5-(3-Cyanophenyl)-1,2,4-oxadiazol-3-yl]methyl}-2-propyl-4-(trifluoromethyl)-1H-indole-5-carbonitrile). The yield is 58.9%. RXN SMILES: [C:1]([C:3]1[C:4]([C:21]([F:24])([F:23])[F:22])=[C:5]2[C:9](=[CH:10][CH:11]=1)[N:8]([CH2:12]/[C:13](=[N:16]/[H])/[NH:14][OH:15])[C:7]([CH2:18][CH2:19][CH3:20])=[CH:6]2)#[N:2].[C:25]([C:27]1[CH:28]=[C:29]([CH:33]=[CH:34][CH:35]=1)[C:30](Cl)=O)#[N:26].C(N(CC)C(C)C)(C)C>C(#N)C>[C:25]([C:27]1[CH:28]=[C:29]([C:30]2[O:15][N:14]=[C:13]([CH2:12][N:8]3[C:9]4[C:5](=[C:4]([C:21]([F:24])([F:23])[F:22])[C:3]([C:1]#[N:2])=[CH:11][CH:10]=4)[CH:6]=[C:7]3[CH2:18][CH2:19][CH3:20])[N:16]=2)[CH:33]=[CH:34][CH:35]=1)#[N:26]. Reported procedure: To a solution of (1Z)-2-[5-cyano-2-propyl-4-(trifluoromethyl)-1H-indol-1-yl]-N-hydroxyethanimidamide (Example 275A) (0.100 g, 0.308 mmol) in anhydrous acetonitrile (3.0 mL) under N2, was added 3-cyanobenzoyl chloride (0.204 g, 1.23 mmol) and N,N-diisopropylethylamine (0.50 mL, 5.21 mmol). The mixture was then heated in a microwave at 150° C. for 30 min. Upon cooling, the mixture was poured onto a biotage prepak column and the mixture was purified by flash chromatography (0-25% EtOAc-hexanes grad... The reactants are CN1N=C(C(=C1)B1OC(C(O1)(C)C)(C)C)C (1,3-dimethyl-4-(4,4,5,5-tetramethyl-1,3,2-dioxaborolan-2-yl)-1H-pyrazole), [Cl-].[Li+] (lithium chloride), BrC=1N=C2C(=NC1)N(C=C2C=O)COCC[Si](C)(C)C (2-bromo-5-(2-trimethylsilanyl-ethoxymethyl)-5H-pyrrolo[2,3-b]pyrazine-7-carbaldehyde), [O-]P(=O)([O-])[O-].[K+].[K+].[K+] (Potassium phosphate tribasic). The reagents and catalysts are Cl[Pd]([P](C1=CC=CC=C1)(C2=CC=CC=C2)C3=CC=CC=C3)([P](C4=CC=CC=C4)(C5=CC=CC=C5)C6=CC=CC=C6)Cl (trans-dichlorobis(triphenylphosphine)palladium). The solvent is C1(=CC=CC=C1)C (toluene), C(C)O (ethanol), O (water), C(C)(=O)OCC (ethyl acetate), O (water). Conditions: temperature 62.5 celsius, time 20 hour. Product: CN1N=C(C(=C1)C=1N=C2C(=NC1)N(C=C2C=O)COCC[Si](C)(C)C)C (2-(1,3-dimethyl-1H-pyrazol-4-yl)-5-(2-trimethylsilanyl-ethoxymethyl)-5H-pyrrolo[2,3-b]pyrazine-7-carbaldehyde). The yield is 78.8%. RXN SMILES: [CH3:1][N:2]1[CH:6]=[C:5](B2OC(C)(C)C(C)(C)O2)[C:4]([CH3:16])=[N:3]1.[Cl-].[Li+].Br[C:20]1[N:21]=[C:22]2[C:28]([CH:29]=[O:30])=[CH:27][N:26]([CH2:31][O:32][CH2:33][CH2:34][Si:35]([CH3:38])([CH3:37])[CH3:36])[C:23]2=[N:24][CH:25]=1.[O-]P([O-])([O-])=O.[K+].[K+].[K+]>O.C(OCC)(=O)C.Cl[Pd](Cl)([P](C1C=CC=CC=1)(C1C=CC=CC=1)C1C=CC=CC=1)[P](C1C=CC=CC=1)(C1C=CC=CC=1)C1C=CC=CC=1.C1(C)C=CC=CC=1.C(O)C>[CH3:1][N:2]1[CH:6]=[C:5]([C:20]2[N:21]=[C:22]3[C:28]([CH:29]=[O:30])=[CH:27][N:26]([CH2:31][O:32][CH2:33][CH2:34][Si:35]([CH3:38])([CH3:37])[CH3:36])[C:23]3=[N:24][CH:25]=2)[C:4]([CH3:16])=[N:3]1 |f:1.2,4.5.6.7,^1:56,75|. Procedure: In a 25 mL pressure vessel, 1,3-dimethyl-4-(4,4,5,5-tetramethyl-1,3,2-dioxaborolan-2-yl)-1H-pyrazole (439 mg, 1.98 mmol), lithium chloride (52 mg, 1.23 mmol) and 2-bromo-5-(2-trimethylsilanyl-ethoxymethyl)-5H-pyrrolo[2,3-b]pyrazine-7-carbaldehyde (440 mg, 1.23 mmol) were combined with ethanol (7 mL) and toluene (7 mL) and the mixture was purged with N2. Potassium phosphate tribasic (917 mg, 4.32 mmol) was dissolved in 4 mL water and added to the mixture. After more purging with N2 bis(triphenylp... Reactants: O (water), stannous chloride dihydrate, COC(C=1C(C(=O)OC)=CC(=CC1)N(C1=C(C=CC=C1)[N+](=O)[O-])CC1=CC=CC=C1)=O (4-[benzyl-(2-nitrophenyl)amino]phthalic acid dimethyl ester). Solvent: CN(C)C=O (DMF), CN(C)C=O (DMF). Conditions: time 3 hour. The product is COC(C=1C(C(=O)OC)=CC(=CC1)N(CC1=CC=CC=C1)C1=C(C=CC=C1)N)=O (4-[(2-aminophenyl)benzylamino]phthalic acid dimethyl ester). As a reaction SMILES: [CH3:1][O:2][C:3](=[O:31])[C:4]1[C:5](=[CH:10][C:11]([N:14]([CH2:24][C:25]2[CH:30]=[CH:29][CH:28]=[CH:27][CH:26]=2)[C:15]2[CH:20]=[CH:19][CH:18]=[CH:17][C:16]=2[N+:21]([O-])=O)=[CH:12][CH:13]=1)[C:6]([O:8][CH3:9])=[O:7].O>CN(C=O)C>[CH3:1][O:2][C:3](=[O:31])[C:4]1[C:5](=[CH:10][C:11]([N:14]([C:15]2[CH:20]=[CH:19][CH:18]=[CH:17][C:16]=2[NH2:21])[CH2:24][C:25]2[CH:30]=[CH:29][CH:28]=[CH:27][CH:26]=2)=[CH:12][CH:13]=1)[C:6]([O:8][CH3:9])=[O:7]. Procedure: A clear solution of stannous chloride dihydrate (0.84 g, 3.72 mmol) in DMF (4ml) was added to a solution of 4-[benzyl-(2-nitrophenyl)amino]phthalic acid dimethyl ester (195 mg, 0.47 mmol) in DMF (4ml) and stirred for 3 hours at room temperature. The reaction mixture was poured into water and extracted with ethyl acetate (2×25 ml). The collected organic phases was washed with water (3×25 ml), dried over magnesium sulphate, and evaporated to dryness in vacuo to give 4-[(2-aminophenyl)benzylamino]p... Reactants: OC1CN2C(C(CCCCCC=CC3CC3(NC(C2C1)=O)C(=O)NS(=O)(=O)C1CC1)NC(=O)OC(C)(C)C)=O (18-hydroxy-14-tert-butoxycarbonylamino-4-cyclopropylsulfonylaminocarbonyl-2,15-dioxo-3,16-diazatricyclo[14.3.0.04,6]-nonadec-7-ene), COC1=CC=C(C(=O)Cl)C=C1 (4-methoxybenzoyl chloride). Yields the product COC1=CC=C(C(=O)OC2CN3C(C(CCCCCC=CC4CC4(NC(C3C2)=O)C(=O)NS(=O)(=O)C2CC2)NC(=O)OC(C)(C)C)=O)C=C1 (18-(4-methoxybenzoyloxy)-14-tert-butoxycarbonylamino-4-cyclopropylsulfonylaminocarbonyl-2,15-dioxo-3,16-diazatricyclo-[14.3.0.04,6]-nonadec-7-ene). The yield is 26.8%. As a reaction SMILES: [OH:1][CH:2]1[CH2:20][CH:19]2[N:4]([C:5](=[O:39])[CH:6]([NH:31][C:32]([O:34][C:35]([CH3:38])([CH3:37])[CH3:36])=[O:33])[CH2:7][CH2:8][CH2:9][CH2:10][CH2:11][CH:12]=[CH:13][CH:14]3[C:16]([C:22]([NH:24][S:25]([CH:28]4[CH2:30][CH2:29]4)(=[O:27])=[O:26])=[O:23])([NH:17][C:18]2=[O:21])[CH2:15]3)[CH2:3]1.[CH3:40][O:41][C:42]1[CH:50]=[CH:49][C:45]([C:46](Cl)=[O:47])=[CH:44][CH:43]=1>>[CH3:40][O:41][C:42]1[CH:50]=[CH:49][C:45]([C:46]([O:1][CH:2]2[CH2:20][CH:19]3[N:4]([C:5](=[O:39])[CH:6]([NH:31][C:32]([O:34][C:35]([CH3:36])([CH3:38])[CH3:37])=[O:33])[CH2:7][CH2:8][CH2:9][CH2:10][CH2:11][CH:12]=[CH:13][CH:14]4[C:16]([C:22]([NH:24][S:25]([CH:28]5[CH2:30][CH2:29]5)(=[O:27])=[O:26])=[O:23])([NH:17][C:18]3=[O:21])[CH2:15]4)[CH2:3]2)=[O:47])=[CH:44][CH:43]=1. Procedure: Prepared by way of method I using 18-hydroxy-14-tert-butoxycarbonylamino-4-cyclopropylsulfonylaminocarbonyl-2,15-dioxo-3,16-diazatricyclo[14.3.0.04,6]-nonadec-7-ene (100 mg, 0.175 mmol) and 4-methoxybenzoyl chloride (72 mg, 0.53 mmol). The final trituration (diethyl ether/hexane) and filtration gave 33 mg (27%) of 18-(4-methoxybenzoyloxy)-14-tert-butoxycarbonylamino-4-cyclopropylsulfonylaminocarbonyl-2,15-dioxo-3,16-diazatricyclo-[14.3.0.04,6]-nonadec-7-ene as a white powder: 98.0% pure (HPLC), ... Starting materials: F[B-](F)(F)F, CN(C)C=O, CCN(C(C)C)C(C)C, Cc1cc2c(cc1C(=O)O)[nH]c(=O)c1nnc(C3CCC(F)(F)CC3)n12, Fc1ccc2c(c1)CCN2, O, CN(C)C(On1nnc2ccccc21)=[N+](C)C. The product is Cc1cc2c(cc1C(=O)N1CCc3cc(F)ccc31)[nH]c(=O)c1nnc(C3CCC(F)(F)CC3)n12. As a reaction SMILES: [B-:46]([F:47])([F:48])([F:49])[F:50].[CH3:69][N:70]([CH3:71])[CH:72]=[O:73].[CH:37]([N:38]([CH:39]([CH3:40])[CH3:41])[CH2:42][CH3:43])([CH3:44])[CH3:45].[F:1][C:2]1([F:26])[CH2:3][CH2:4][CH:5]([c:8]2[n:9][n:10][c:11]3[n:12]2[c:13]2[cH:14][c:15]([CH3:25])[c:16]([C:22](=[O:23])[OH:24])[cH:17][c:18]2[nH:19][c:20]3=[O:21])[CH2:6][CH2:7]1.[F:27][c:28]1[cH:29][c:30]2[c:34]([cH:35][cH:36]1)[NH:33][CH2:32][CH2:31]2.[OH2:68].[n:51]1([O:52][C:53]([N:54]([CH3:55])[CH3:56])=[N+:57]([CH3:58])[CH3:59])[c:60]2[cH:61][cH:62][cH:63][cH:64][c:65]2[n:66][n:67]1>>[F:1][C:2]1([F:26])[CH2:3][CH2:4][CH:5]([c:8]2[n:9][n:10][c:11]3[n:12]2[c:13]2[cH:14][c:15]([CH3:25])[c:16]([C:22](=[O:23])[N:33]4[CH2:32][CH2:31][c:30]5[cH:29][c:28]([F:27])[cH:36][cH:35][c:34]54)[cH:17][c:18]2[nH:19][c:20]3=[O:21])[CH2:6][CH2:7]1.